From a dataset of the Open Reaction Database (ORD), a public repository of structured organic reaction records. describe an organic reaction: reactants, conditions, products, and yield Reactants: O[C@H]1C[C@@H]2CC[C@H]3[C@@H]4CC[C@H](C(C)=O)[C@]4(CC([C@@H]3[C@]2(CC1)C)=O)C (3α-Hydroxy-5α-pregnane-11,20-dione), N1CCOCC1 (morpholine), Cl (hydrochloric acid), C=O (Paraformaldehyde). The solvent is C(C)(=O)O (acetic acid). The product is O[C@H]1C[C@@H]2CC[C@H]3[C@@H]4CC[C@H](C(CCN5CCOCC5)=O)[C@]4(CC([C@@H]3[C@]2(CC1)C)=O)C (3α-Hydroxy-21-morpholinomethyl-5α-pregnane-11,20-dione). As a reaction SMILES: [OH:1][C@@H:2]1[CH2:21][CH2:20][C@@:19]2([CH3:22])[C@@H:4]([CH2:5][CH2:6][C@@H:7]3[C@@H:18]2[C:17](=[O:23])[CH2:16][C@@:15]2([CH3:24])[C@H:8]3[CH2:9][CH2:10][C@@H:11]2[C:12](=[O:14])[CH3:13])[CH2:3]1.[NH:25]1[CH2:30][CH2:29][O:28][CH2:27][CH2:26]1.Cl.[CH2:32]=O>C(O)(=O)C>[OH:1][C@@H:2]1[CH2:21][CH2:20][C@@:19]2([CH3:22])[C@@H:4]([CH2:5][CH2:6][C@@H:7]3[C@@H:18]2[C:17](=[O:23])[CH2:16][C@@:15]2([CH3:24])[C@H:8]3[CH2:9][CH2:10][C@@H:11]2[C:12](=[O:14])[CH2:13][CH2:32][N:25]2[CH2:30][CH2:29][O:28][CH2:27][CH2:26]2)[CH2:3]1. Procedure details: 3α-Hydroxy-5α-pregnane-11,20-dione (1.0 g) in glacial acetic acid (20 ml.) was treated with morpholine (1.0 ml) and concentrated hydrochloric acid (1.0 ml). Paraformaldehyde (600 mg) was added to the stirred solution which was then heated in an oil-bath at 95°-100° for 1 hour. The solution was evaporated and dried in vacuo to a yellow oil (3.5 g.) which was partitioned between ethyl acetate and 0.1N hydrochloric acid. The colourless organic layer was extracted with more hydrochloric acid and the... The reactants are O=C([O-])[O-], Cc1nc(-c2ncccn2)ncc1C(=O)O, CC(C)(O)CCc1cn(N)c2ccc(F)cc12, [Na+], [Na+], CN(C)C=O. The product is Cc1nc(-c2ncccn2)ncc1C(=O)Nn1cc(CCC(C)(C)O)c2cc(F)ccc21. As a reaction SMILES: [C:39](=[O:40])([O-:41])[O-:42].[CH3:1][c:2]1[n:3][c:4](-[c:11]2[n:12][cH:13][cH:14][cH:15][n:16]2)[n:5][cH:6][c:7]1[C:8](=[O:9])[OH:10].[NH2:17][n:18]1[cH:19][c:20]([CH2:28][CH2:29][C:30]([CH3:31])([OH:32])[CH3:33])[c:21]2[cH:22][c:23]([F:27])[cH:24][cH:25][c:26]12.[Na+:43].[Na+:44].[O:34]=[CH:35][N:36]([CH3:37])[CH3:38]>>[CH3:1][c:2]1[n:3][c:4](-[c:11]2[n:12][cH:13][cH:14][cH:15][n:16]2)[n:5][cH:6][c:7]1[C:8](=[O:10])[NH:17][n:18]1[cH:19][c:20]([CH2:28][CH2:29][C:30]([CH3:31])([OH:32])[CH3:33])[c:21]2[cH:22][c:23]([F:27])[cH:24][cH:25][c:26]12. Starting materials: BrCCCCCCBr, O=[N+]([O-])c1ccc(CCO)cc1, [Na+], [OH-], O. Product: O=[N+]([O-])c1ccc(CCOCCCCCCBr)cc1. As a reaction SMILES: [Br:13][CH2:14][CH2:15][CH2:16][CH2:17][CH2:18][CH2:19][Br:20].[N+:1](=[O:2])([O-:3])[c:4]1[cH:5][cH:6][c:7]([CH2:10][CH2:11][OH:12])[cH:8][cH:9]1.[Na+:22].[OH-:21].[OH2:23]>>[N+:1](=[O:2])([O-:3])[c:4]1[cH:5][cH:6][c:7]([CH2:10][CH2:11][O:12][CH2:19][CH2:18][CH2:17][CH2:16][CH2:15][CH2:14][Br:13])[cH:8][cH:9]1. Starting materials: CC(=O)OC(C)=O, Nc1ccc2c(c1)N(C1CCN(CCc3ccc(F)cc3)CC1)CC2. Product: CC(=O)Nc1ccc2c(c1)N(C1CCN(CCc3ccc(F)cc3)CC1)CC2. Reaction SMILES: [CH3:26][C:27](=[O:28])[O:29][C:30](=[O:31])[CH3:32].[F:1][c:2]1[cH:3][cH:4][c:5]([CH2:6][CH2:7][N:8]2[CH2:9][CH2:10][CH:11]([N:14]3[CH2:15][CH2:16][c:17]4[cH:18][cH:19][c:20]([NH2:23])[cH:21][c:22]43)[CH2:12][CH2:13]2)[cH:24][cH:25]1>>[F:1][c:2]1[cH:3][cH:4][c:5]([CH2:6][CH2:7][N:8]2[CH2:9][CH2:10][CH:11]([N:14]3[CH2:15][CH2:16][c:17]4[cH:18][cH:19][c:20]([NH:23][C:27]([CH3:26])=[O:28])[cH:21][c:22]43)[CH2:12][CH2:13]2)[cH:24][cH:25]1. The reactants are O=C([O-])O, C1COCCOCCOCCOCCO1, Cl, [H-], [Na+], [Na+], C1CCOC1, O=Cc1c[nH]c(-c2ccccc2)n1, O=S(=O)(Cl)c1cccnc1. Product: O=Cc1cn(S(=O)(=O)c2cccnc2)c(-c2ccccc2)n1. As a reaction SMILES: [C:42](=[O:43])([O-:44])[OH:45].[CH2:16]1[O:17][CH2:18][CH2:19][O:20][CH2:21][CH2:22][O:23][CH2:24][CH2:25][O:26][CH2:27][CH2:28][O:29][CH2:30]1.[ClH:31].[H-:14].[Na+:15].[Na+:46].[O:47]1[CH2:48][CH2:49][CH2:50][CH2:51]1.[c:1]1(-[c:7]2[nH:8][cH:9][c:10]([CH:12]=[O:13])[n:11]2)[cH:2][cH:3][cH:4][cH:5][cH:6]1.[n:32]1[cH:33][c:34]([S:38](=[O:39])(=[O:40])[Cl:41])[cH:35][cH:36][cH:37]1>>[c:1]1(-[c:7]2[n:8]([S:38]([c:34]3[cH:33][n:32][cH:37][cH:36][cH:35]3)(=[O:39])=[O:40])[cH:9][c:10]([CH:12]=[O:13])[n:11]2)[cH:2][cH:3][cH:4][cH:5][cH:6]1.